From a dataset of the Open Reaction Database (ORD), a public repository of structured organic reaction records. describe an organic reaction: reactants, conditions, products, and yield Reactants: BrN1C(CCC1=O)=O (N-Bromosuccinimide), [Si](C)(C)(C(C)(C)C)OC1=C(C(=O)OC)C(=CC=C1)C (methyl 2-(tert-butyldimethylsilyloxy)-6-methylbenzoate), [Si](C)(C)(C(C)(C)C)OC1=C(C(=O)OC)C(=CC=C1)C (methyl 2-(tert-butyldimethylsilyloxy)-6-methylbenzoate). Reagents/catalysts: [W] (tungsten), N(=NC(C#N)(C)C)C(C#N)(C)C (Azo-bis-isobutyronitrile). Run in C(Cl)(Cl)(Cl)Cl (carbon tetrachloride). Reaction conditions: time 8 hour. Product: BrCC1=C(C(=O)OC)C(=CC=C1)O[Si](C)(C)C(C)(C)C (methyl 2-bromomethyl-6-(tert-butyldimethylsilyloxy)benzoate). Yield: 32.7%. Reaction SMILES: [Br:1]N1C(=O)CCC1=O.[Si:9]([O:16][C:17]1[CH:26]=[CH:25][CH:24]=[C:23]([CH3:27])[C:18]=1[C:19]([O:21][CH3:22])=[O:20])([C:12]([CH3:15])([CH3:14])[CH3:13])([CH3:11])[CH3:10]>C(Cl)(Cl)(Cl)Cl.[W].N(C(C)(C)C#N)=NC(C)(C)C#N>[Br:1][CH2:27][C:23]1[CH:24]=[CH:25][CH:26]=[C:17]([O:16][Si:9]([C:12]([CH3:15])([CH3:14])[CH3:13])([CH3:10])[CH3:11])[C:18]=1[C:19]([O:21][CH3:22])=[O:20]. Reported procedure: N-Bromosuccinimide (7.6 g) was added to a solution of methyl 2-(tert-butyldimethylsilyloxy)-6-methylbenzoate (Intermediate 13, 11.9 g) in carbon tetrachloride (150 mL) and the mixture was stirred and heated to reflux. Azo-bis-isobutyronitrile (0.1 g) was added and the mixture was illuminated with a 500 W tungsten filament lamp for 2 hours. The mixture was cooled and left to stand overnight then filtered through a 25 g silica cartridge eluting with a mixture of ethyl acetate and pentane (20%). Th...